Dataset: the Open Reaction Database (ORD), a public repository of structured organic reaction records. Task: describe an organic reaction: reactants, conditions, products, and yield Starting materials: ClC1=C(OC=2C=CC(=C(C(=O)O)C2)[N+](=O)[O-])C=CC(=C1)C(F)(F)F (5-(2-Chloro-4-trifluoromethylphenoxy)-2-nitrobenzoic acid), N(CCO)(CCO)CCO (triethanolamine). Run in C(OC)COC (glyme), C(OC)COC (glyme). Product: ClC1=C(OC=2C=CC(=C(C(=O)[O-])C2)[N+](=O)[O-])C=CC(=C1)C(F)(F)F.OCC[NH+](CCO)CCO (Tris-(2-hydroxyethyl)ammonium 5-(2-Chloro-4-trifluoromethylphenoxy)-2-nitrobenzoate). As a reaction SMILES: [Cl:1][C:2]1[CH:20]=[C:19]([C:21]([F:24])([F:23])[F:22])[CH:18]=[CH:17][C:3]=1[O:4][C:5]1[CH:6]=[CH:7][C:8]([N+:14]([O-:16])=[O:15])=[C:9]([CH:13]=1)[C:10]([OH:12])=[O:11].[N:25]([CH2:32][CH2:33][OH:34])([CH2:29][CH2:30][OH:31])[CH2:26][CH2:27][OH:28]>C(COC)OC>[Cl:1][C:2]1[CH:20]=[C:19]([C:21]([F:22])([F:23])[F:24])[CH:18]=[CH:17][C:3]=1[O:4][C:5]1[CH:6]=[CH:7][C:8]([N+:14]([O-:16])=[O:15])=[C:9]([CH:13]=1)[C:10]([O-:12])=[O:11].[OH:28][CH2:27][CH2:26][NH+:25]([CH2:32][CH2:33][OH:34])[CH2:29][CH2:30][OH:31] |f:3.4|. Procedure: 5-(2-Chloro-4-trifluoromethylphenoxy)-2-nitrobenzoic acid (3.0 g, 0.0083 mole) is dissolved in glyme (20 ml) and a solution of triethanolamine (1.35 g, 0.0091 mole) in glyme (5 ml) is added rapidly while stirring at room temperature. After stirring for a few hours the solvent is removed in vacuo, the product is triturated repeatedly with petroleum ether (bp 30°-60° C.) and dried to a weight of 2.5 g. The reactants are CS(=O)(=O)Cl, CCOCC, CCN(C(C)C)C(C)C, ClCCl, O=Cc1ccc(OCc2ccccc2)c(CO)c1. The product is CS(=O)(=O)OCc1cc(C=O)ccc1OCc1ccccc1. Reaction SMILES: [CH3:1][S:2]([Cl:3])(=[O:4])=[O:5].[CH3:33][CH2:34][O:35][CH2:36][CH3:37].[CH:24]([N:25]([CH:26]([CH3:27])[CH3:28])[CH2:29][CH3:30])([CH3:31])[CH3:32].[Cl:38][CH2:39][Cl:40].[OH:6][CH2:7][c:8]1[cH:9][c:10]([CH:11]=[O:12])[cH:13][cH:14][c:15]1[O:16][CH2:17][c:18]1[cH:19][cH:20][cH:21][cH:22][cH:23]1>>[CH3:1][S:2](=[O:4])(=[O:5])[O:6][CH2:7][c:8]1[cH:9][c:10]([CH:11]=[O:12])[cH:13][cH:14][c:15]1[O:16][CH2:17][c:18]1[cH:19][cH:20][cH:21][cH:22][cH:23]1.